From a dataset of the Open Reaction Database (ORD), a public repository of structured organic reaction records. describe an organic reaction: reactants, conditions, products, and yield The reactants are I.COC(C1=CC=C(C=C1)C1CCN(CC1)C1CCCC1)=O (4-(1-Cyclopentyl-piperidin-4-yl)-benzoic acid methyl ester hydroiodide), Cl (HCl). Product: Cl.C1(CCCC1)N1CCC(CC1)C1=CC=C(C(=O)O)C=C1 (4-(1-Cyclopentyl-piperidin-4-yl)-benzoic acid hydrochloride). As a reaction SMILES: I.C[O:3][C:4](=[O:22])[C:5]1[CH:10]=[CH:9][C:8]([CH:11]2[CH2:16][CH2:15][N:14]([CH:17]3[CH2:21][CH2:20][CH2:19][CH2:18]3)[CH2:13][CH2:12]2)=[CH:7][CH:6]=1.[ClH:23]>>[ClH:23].[CH:17]1([N:14]2[CH2:13][CH2:12][CH:11]([C:8]3[CH:7]=[CH:6][C:5]([C:4]([OH:22])=[O:3])=[CH:10][CH:9]=3)[CH2:16][CH2:15]2)[CH2:18][CH2:19][CH2:20][CH2:21]1 |f:0.1,3.4|. Procedure details: 4-(1-Cyclopentyl-piperidin-4-yl)-benzoic acid methyl ester hydroiodide (1.06 mmol) is dissolved in 4N HCl (5 ml) and heated under reflux for 10 hours. After cooling the solvent is evaporated and the residue is suspended in acetone and the solid filtered of, washed with acetone and dried (vacuum). A grey-brown powder with mp. >270° C. is obtained. Reactants: ClCC1CO1, Oc1cccc2[nH]ccc12. The product is c1cc(OCC2CO2)c2cc[nH]c2c1. As a reaction SMILES: [Cl:11][CH2:12][CH:13]1[CH2:14][O:15]1.[OH:1][c:2]1[c:3]2[cH:4][cH:5][nH:6][c:7]2[cH:8][cH:9][cH:10]1>>[O:1]([c:2]1[c:3]2[cH:4][cH:5][nH:6][c:7]2[cH:8][cH:9][cH:10]1)[CH2:12][CH:13]1[CH2:14][O:15]1. Reactants: N(=C=O)CC1OC(C2=CC=CC=C12)=C1C(NC2=CC=CC=C12)=O (3-(3-isocyanatomethyl-3H-isobenzofuran-1-ylidene)-1,3-dihydro-indol-2-one), OCCN (2-hydroxyethylamine). Run in C1CCOC1 (THF). Reaction conditions: temperature 60 celsius. The product is OCCNC(=O)NCC1OC(C2=CC=CC=C12)=C1C(NC2=CC=CC=C12)=O (1-(2-hydroxy-ethyl)-3-[3-(2-oxo-1,2-dihydro-indol-3-ylidene)-1,3-dihydro-isobenzofuran-1-ylmethyl]-urea). Isolated yield 20.5%. As a reaction SMILES: [N:1]([CH2:4][CH:5]1[C:13]2[C:8](=[CH:9][CH:10]=[CH:11][CH:12]=2)[C:7](=[C:14]2[C:22]3[C:17](=[CH:18][CH:19]=[CH:20][CH:21]=3)[NH:16][C:15]2=[O:23])[O:6]1)=[C:2]=[O:3].[OH:24][CH2:25][CH2:26][NH2:27]>C1COCC1>[OH:24][CH2:25][CH2:26][NH:27][C:2]([NH:1][CH2:4][CH:5]1[C:13]2[C:8](=[CH:9][CH:10]=[CH:11][CH:12]=2)[C:7](=[C:14]2[C:22]3[C:17](=[CH:18][CH:19]=[CH:20][CH:21]=3)[NH:16][C:15]2=[O:23])[O:6]1)=[O:3]. Reported procedure: A solution of 3-(3-isocyanatomethyl-3H-isobenzofuran-1-ylidene)-1,3-dihydro-indol-2-one (75 mg, 0.24 mmol) and 2-hydroxyethylamine (44.4 μl, 0.74 mmol) in THF (2.0 ml) was stirred at room temperature for 25 minutes and then heated at 60° C. for 5 minutes. The reaction was partitioned between EtOAc and water. The organic layer was washed with water, brine, dried with anhydrous Na2SO4, and rotary evaporated to result in a brown-yellow solid. The brown-yellow solid was chromatographed through silic... The reactants are Cc1cc(CO)cc(OCCNc2ccncc2)c1, CCOCC, C1COCCO1. The product is Cc1cc(C=O)cc(OCCNc2ccncc2)c1. RXN SMILES: [CH3:1][c:2]1[cH:3][c:4]([CH2:18][OH:19])[cH:5][c:6]([O:8][CH2:9][CH2:10][NH:11][c:12]2[cH:13][cH:14][n:15][cH:16][cH:17]2)[cH:7]1.[CH3:20][CH2:21][O:22][CH2:23][CH3:24].[O:25]1[CH2:26][CH2:27][O:28][CH2:29][CH2:30]1>>[CH3:1][c:2]1[cH:3][c:4]([CH:18]=[O:19])[cH:5][c:6]([O:8][CH2:9][CH2:10][NH:11][c:12]2[cH:13][cH:14][n:15][cH:16][cH:17]2)[cH:7]1.